Task: describe an organic reaction: reactants, conditions, products, and yield. Dataset: the Open Reaction Database (ORD), a public repository of structured organic reaction records Reactants: ClCCl (dichloromethane), C(C=C)SC1C(C(N1CC(=O)OC)=O)CC (methyl 2-(4-allylthio-3-ethylazetidin-2-on-1-yl)acetate), [OH-].[K+] (potassium hydroxide). Run in O (water), C(C)O (ethanol), O (water), C(C)O (ethanol). Conditions: time 5 minute. Yields the product C(C=C)SC1C(C(N1CC(=O)O)=O)CC (2-(4-Allylthio-3-ethylazetidin-2-on-1-yl)acetic acid). The yield is 90.6%. Reaction SMILES: [CH2:1]([S:4][CH:5]1[N:8]([CH2:9][C:10]([O:12]C)=[O:11])[C:7](=[O:14])[CH:6]1[CH2:15][CH3:16])[CH:2]=[CH2:3].[OH-].[K+].ClCCl>C(O)C.O>[CH2:1]([S:4][CH:5]1[N:8]([CH2:9][C:10]([OH:12])=[O:11])[C:7](=[O:14])[CH:6]1[CH2:15][CH3:16])[CH:2]=[CH2:3] |f:1.2|. Procedure: To a stirred solution of 3 g of methyl 2-(4-allylthio-3-ethylazetidin-2-on-1-yl)acetate in 10 ml of absolute ethanol was added dropwise a solution of 0.9 g of potassium hydroxide in a mixture of 12 ml of ethanol and 1 ml of water. After 5 minutes, the mixture was poured into a mixture of 10 ml of dichloromethane and 20 ml of water. After acidification with 13 ml of 2M HCl, the mixture was extracted with further dichloromethane; the dichloromethane extracts were extracted with saturated sodium bi... Reactants: NC1=CC(=C(C(=O)O)C=C1Cl)OC (4-amino-5-chloro-2-methoxybenzoic acid), NCC1N(C(CC1)C1=CC=CC=C1)CC (2-aminomethyl-1-ethyl-5-phenylpyrrolidine). Product: C(C)N1C(CCC1C1=CC=CC=C1)CNC(C1=C(C=C(C(=C1)Cl)N)OC)=O (N-(1-ethyl-5-phenyl-2-pyrrolidinylmethyl)-4-amino-5-chloro-2-methoxybenzamide). RXN SMILES: [NH2:1][C:2]1[C:10]([Cl:11])=[CH:9][C:5]([C:6]([OH:8])=O)=[C:4]([O:12][CH3:13])[CH:3]=1.[NH2:14][CH2:15][CH:16]1[CH2:20][CH2:19][CH:18]([C:21]2[CH:26]=[CH:25][CH:24]=[CH:23][CH:22]=2)[N:17]1[CH2:27][CH3:28]>>[CH2:27]([N:17]1[CH:18]([C:21]2[CH:26]=[CH:25][CH:24]=[CH:23][CH:22]=2)[CH2:19][CH2:20][CH:16]1[CH2:15][NH:14][C:6](=[O:8])[C:5]1[CH:9]=[C:10]([Cl:11])[C:2]([NH2:1])=[CH:3][C:4]=1[O:12][CH3:13])[CH3:28]. Reported procedure: By following general method B using 1.01 g. of 4-amino-5-chloro-2-methoxybenzoic acid and 1.0 g. of 2-aminomethyl-1-ethyl-5-phenylpyrrolidine, 1.8 g. of N-(1-ethyl-5-phenyl-2-pyrrolidinylmethyl)-4-amino-5-chloro-2-methoxybenzamide was obtained. Reactants: CN(C)C=O, CN1Cc2c(C=CCl)ncn2-c2ccccc2C1=O, C1CCC2=NCCCN2CC1, O. Product: C#Cc1ncn2c1CN(C)C(=O)c1ccccc1-2. Reaction SMILES: [CH3:32][N:33]([CH3:34])[CH:35]=[O:36].[Cl:1][CH:2]=[CH:3][c:4]1[n:5][cH:6][n:7]2[c:8]1[CH2:9][N:10]([CH3:19])[C:11](=[O:18])[c:12]1[c:13]-2[cH:14][cH:15][cH:16][cH:17]1.[N:20]12[CH2:21][CH2:22][CH2:23][N:24]=[C:25]1[CH2:26][CH2:27][CH2:28][CH2:29][CH2:30]2.[OH2:31]>>[CH:2]#[C:3][c:4]1[n:5][cH:6][n:7]2[c:8]1[CH2:9][N:10]([CH3:19])[C:11](=[O:18])[c:12]1[c:13]-2[cH:14][cH:15][cH:16][cH:17]1.